describe an organic reaction: reactants, conditions, products, and yield From a dataset of the Open Reaction Database (ORD), a public repository of structured organic reaction records. Reactants: CN(C)C=O (DMF), ClC1=C(C(=O)N(CC)CC)C=CC(=C1)CCC (2-chloro-N,N-diethyl-4-propylbenzamide), N,N,N′N′-tetramethylethylenediamine, C(C)(CC)[Li] (sec-butyllithium), solution, C1CCOC1 (THF). The solvent is hexanes. Conditions: temperature -78 celsius, time 30 minute. The product is ClC=1C=C(C=C2C(OC(C12)=O)O)CCC ((±)-7-Chloro-3-hydroxy-5-propylisobenzofuran-1(3H)-one). Isolated yield 41.0%. Reaction SMILES: [Cl:1][C:2]1[CH:14]=[C:13]([CH2:15][CH2:16][CH3:17])[CH:12]=[CH:11][C:3]=1[C:4](N(CC)CC)=[O:5].C([Li])(CC)C.CN([CH:26]=[O:27])C.C1C[O:31]CC1>>[Cl:1][C:2]1[CH:14]=[C:13]([CH2:15][CH2:16][CH3:17])[CH:12]=[C:11]2[C:3]=1[C:4](=[O:5])[O:31][CH:26]2[OH:27]. Procedure details: To a solution of 2-chloro-N,N-diethyl-4-propylbenzamide (1.82 g, 7.17 mmol) and N,N,N′N′-tetramethylethylenediamine (1.2 mL, 7.9 mmol) in 100 mL of anhydrous THF at −78° C. was added sec-butyllithium (7.9 mL of a 1.0 M solution in hexanes, 7.9 mmol). The reaction was stirred at −78° C. for 30 min and then there was added DMF (7.6 mL, 97.8 mmol). The reaction was stirred at −78° C. for 30 min and then was quenched with 1N HCl (10 mL). The reaction mixture was concentrated in vacuo. The residue wa... Starting materials: C[N+]1([O-])CCOCC1, ClCCl, CC(C)(C)C(N)c1nc(-c2cc(F)ccc2F)nn1Cc1cccc(F)c1, O=CC1CN(C(=O)OCc2ccccc2)CC1F, O=[Os](=O)(=O)=O. RXN SMILES: [CH3:46][N+:47]1([O-:48])[CH2:49][CH2:50][O:51][CH2:52][CH2:53]1.[Cl:54][CH2:55][Cl:56].[F:1][c:2]1[c:3](-[c:9]2[n:10][n:11]([CH2:20][c:21]3[cH:22][c:23]([F:27])[cH:24][cH:25][cH:26]3)[c:12]([CH:14]([C:15]([CH3:16])([CH3:17])[CH3:18])[NH2:19])[n:13]2)[cH:4][c:5]([F:8])[cH:6][cH:7]1.[F:28][CH:29]1[CH2:30][N:31]([C:36](=[O:37])[O:38][CH2:39][c:40]2[cH:41][cH:42][cH:43][cH:44][cH:45]2)[CH2:32][CH:33]1[CH:34]=[O:35].[O:57]=[Os:58](=[O:59])(=[O:60])=[O:61]>>[F:1][c:2]1[c:3](-[c:9]2[n:10][n:11]([CH2:20][c:21]3[cH:22][c:23]([F:27])[cH:24][cH:25][cH:26]3)[c:12]([CH:14]([C:15]([CH3:16])([CH3:17])[CH3:18])[NH:19][CH2:34][CH:33]3[CH:29]([F:28])[CH2:30][N:31]([C:36](=[O:37])[O:38][CH2:39][c:40]4[cH:41][cH:42][cH:43][cH:44][cH:45]4)[CH2:32]3)[n:13]2)[cH:4][c:5]([F:8])[cH:6][cH:7]1. Yields the product CC(C)(C)C(NCC1CN(C(=O)OCc2ccccc2)CC1F)c1nc(-c2cc(F)ccc2F)nn1Cc1cccc(F)c1. The reactants are COc1cccc(-c2cccc(C34CC(O[Si](C)(C)C(C)(C)C)CC3CSC(NC(=O)c3ccccc3)=N4)c2)c1, CC#N, CCOC(C)=O, O[Si](O)(O)F. Product: COc1cccc(-c2cccc(C34CC(O)CC3CSC(NC(=O)c3ccccc3)=N4)c2)c1. As a reaction SMILES: [C:1]([Si:2]([CH3:3])([CH3:4])[O:6][CH:7]1[CH2:8][CH:9]2[C:10]([c:25]3[cH:26][c:27](-[c:31]4[cH:32][c:33]([O:37][CH3:38])[cH:34][cH:35][cH:36]4)[cH:28][cH:29][cH:30]3)([N:11]=[C:12]([NH:15][C:16]([c:17]3[cH:18][cH:19][cH:20][cH:21][cH:22]3)=[O:23])[S:13][CH2:14]2)[CH2:24]1)([CH3:5])([CH3:39])[CH3:40].[CH3:46][C:47]#[N:48].[CH3:49][CH2:50][O:51][C:52](=[O:53])[CH3:54].[Si:41]([F:42])([OH:43])([OH:44])[OH:45]>>[OH:6][CH:7]1[CH2:8][CH:9]2[C:10]([c:25]3[cH:26][c:27](-[c:31]4[cH:32][c:33]([O:37][CH3:38])[cH:34][cH:35][cH:36]4)[cH:28][cH:29][cH:30]3)([N:11]=[C:12]([NH:15][C:16]([c:17]3[cH:18][cH:19][cH:20][cH:21][cH:22]3)=[O:23])[S:13][CH2:14]2)[CH2:24]1. Starting materials: OCc1ccc2cc(Br)ccc2c1, C1COCCO1, O=S(Cl)Cl. Yields the product ClCc1ccc2cc(Br)ccc2c1. As a reaction SMILES: [Br:1][c:2]1[cH:3][c:4]2[cH:5][cH:6][c:7]([CH2:12][OH:13])[cH:8][c:9]2[cH:10][cH:11]1.[O:18]1[CH2:19][CH2:20][O:21][CH2:22][CH2:23]1.[S:14]([Cl:15])([Cl:16])=[O:17]>>[Br:1][c:2]1[cH:3][c:4]2[cH:5][cH:6][c:7]([CH2:12][Cl:16])[cH:8][c:9]2[cH:10][cH:11]1.